This data is from the Open Reaction Database (ORD), a public repository of structured organic reaction records. The task is: describe an organic reaction: reactants, conditions, products, and yield Product: ICCCCC1=CC=C(C=C1)CC(=O)O (4-(4-iodo-1-butyl)phenylacetic acid). Solvent: CO (methanol). The yield is 85.9%. Procedure: Methyl 4-(4-iodo-1-butyl)phenylacetate (21.28 g, 0.064 mol) was dissolved in methanol (160 mL). Lithium hydroxide (6.72 g, 0.16 mol) and water (10 mL) were added, and the reaction mixture was stirred for 18 hours at room temperature. The solvents were removed under reduced pressure, the residue was treated with ethyl acetate (600 mL), and the organic solution was washed with 1N HCl (3×300 mL), brine (3×300 mL), dried over MgSO4, and filtered. The filtrate was concentrated and dried in vacuo to g... Reaction conditions: time 18 hour. The reactants are [OH-].[Li+] (Lithium hydroxide), O (water), ICCCCC1=CC=C(C=C1)CC(=O)OC (Methyl 4-(4-iodo-1-butyl)phenylacetate). RXN SMILES: [I:1][CH2:2][CH2:3][CH2:4][CH2:5][C:6]1[CH:11]=[CH:10][C:9]([CH2:12][C:13]([O:15]C)=[O:14])=[CH:8][CH:7]=1.[OH-].[Li+].O>CO>[I:1][CH2:2][CH2:3][CH2:4][CH2:5][C:6]1[CH:7]=[CH:8][C:9]([CH2:12][C:13]([OH:15])=[O:14])=[CH:10][CH:11]=1 |f:1.2|. Reactants: C(#N)C1=CC=C(C=C1)CCC=1OC2=C(N1)C=CC(=C2)NS(=O)(=O)C=2C=CC=C1C=CC=NC21 (2-[2-(4-cyanophenyl)-ethyl]-6-[N-quinoline-8-sulphonylamino]-benzoxazole), BrCC(=O)OC (methyl bromoacetate), C([O-])([O-])=O.[K+].[K+] (potassium carbonate). Solvent: CC(=O)C (acetone). Product: C(#N)C1=CC=C(C=C1)CCC=1OC2=C(N1)C=CC(=C2)N(CC(=O)OC)S(=O)(=O)C=2C=CC=C1C=CC=NC21 (2-[2-(4-cyanophenyl)-ethyl]-6-[N-(methoxycarbonylmethyl)-quinoline-8-sulphonylamino]-benzoxazole). RXN SMILES: [C:1]([C:3]1[CH:8]=[CH:7][C:6]([CH2:9][CH2:10][C:11]2[O:12][C:13]3[CH:19]=[C:18]([NH:20][S:21]([C:24]4[CH:25]=[CH:26][CH:27]=[C:28]5[C:33]=4[N:32]=[CH:31][CH:30]=[CH:29]5)(=[O:23])=[O:22])[CH:17]=[CH:16][C:14]=3[N:15]=2)=[CH:5][CH:4]=1)#[N:2].Br[CH2:35][C:36]([O:38][CH3:39])=[O:37].C(=O)([O-])[O-].[K+].[K+]>CC(C)=O>[C:1]([C:3]1[CH:8]=[CH:7][C:6]([CH2:9][CH2:10][C:11]2[O:12][C:13]3[CH:19]=[C:18]([N:20]([S:21]([C:24]4[CH:25]=[CH:26][CH:27]=[C:28]5[C:33]=4[N:32]=[CH:31][CH:30]=[CH:29]5)(=[O:23])=[O:22])[CH2:35][C:36]([O:38][CH3:39])=[O:37])[CH:17]=[CH:16][C:14]=3[N:15]=2)=[CH:5][CH:4]=1)#[N:2] |f:2.3.4|. Reported procedure: Prepared analogously to Example 1d from 2-[2-(4-cyanophenyl)-ethyl]-6-[N-quinoline-8-sulphonylamino]-benzoxazole, methyl bromoacetate and potassium carbonate in acetone. Reactants: CCO, CCOC(C)=O, N#CCC(n1cc(-c2ncnc3[nH]ccc23)cn1)C(F)(F)F, O, S=P12SP3(=S)SP(=S)(S1)SP(=S)(S2)S3. The product is NC(=S)CC(n1cc(-c2ncnc3[nH]ccc23)cn1)C(F)(F)F. As a reaction SMILES: [CH3:15][CH2:16][OH:17].[CH3:41][CH2:42][O:43][C:44](=[O:45])[CH3:46].[F:18][C:19]([CH:20]([CH2:21][C:22]#[N:23])[n:24]1[n:25][cH:26][c:27](-[c:29]2[c:30]3[c:31]([n:32][cH:33][n:34]2)[nH:35][cH:36][cH:37]3)[cH:28]1)([F:38])[F:39].[OH2:40].[P:1]12(=[S:2])[S:3][P:4]3(=[S:14])[S:5][P:6](=[S:12])([S:7][P:8](=[S:11])([S:9]3)[S:10]1)[S:13]2>>[S:2]=[C:22]([CH2:21][CH:20]([C:19]([F:18])([F:38])[F:39])[n:24]1[n:25][cH:26][c:27](-[c:29]2[c:30]3[c:31]([n:32][cH:33][n:34]2)[nH:35][cH:36][cH:37]3)[cH:28]1)[NH2:23]. Reactants: FC(C(=O)O)(F)F (trifluoroacetic acid), C(C)N (ethylamine), CS(=O)(=O)OC(C(=O)N1C[C@H]2N(CC1)C[C@@H](C2)OC2=NC=C(N=C2)C2CC2)C2=CC=C(C=C2)C(F)(F)F (2-[(7R,8aS)-7-[(5-cyclopropylpyrazin-2-yl)oxy]hexahydropyrrolo[1,2-a]-pyrazin-2(1H)-yl]-2-oxo-1-[4-(trifluoromethyl)phenyl]ethyl methanesulfonate), FC1(CNCC1)F (3,3-difluoropyrrolidine). Product: C1(CC1)C=1N=CC(=NC1)O[C@@H]1C[C@@H]2N(CCN(C2)C(C(C2=CC(=CC=C2)C(F)(F)F)N2CC(CC2)(F)F)=O)C1 (1-[(7R,8aS)-7-[(5-cyclopropylpyrazin-2-yl)oxy]hexahydropyrrolo[1,2-a]-pyrazin-2(1H)-yl]-2-(3,3-difluoropyrrolidin-1-yl)-2-[3-(trifluoromethyl)phenyl]ethanone). As a reaction SMILES: [F:1][C:2]([F:7])([F:6])[C:3](O)=O.CS(O[CH:13]([C:35]1[CH:40]=C[C:38](C(F)(F)F)=[CH:37][CH:36]=1)[C:14]([N:16]1[CH2:21][CH2:20][N:19]2[CH2:22][C@H:23]([O:25][C:26]3[CH:31]=[N:30][C:29]([CH:32]4[CH2:34][CH2:33]4)=[CH:28][N:27]=3)[CH2:24][C@H:18]2[CH2:17]1)=[O:15])(=O)=O.[F:45][C:46]1([F:51])[CH2:50][CH2:49][NH:48][CH2:47]1.C(N)C>>[CH:32]1([C:29]2[N:30]=[CH:31][C:26]([O:25][C@H:23]3[CH2:22][N:19]4[CH2:20][CH2:21][N:16]([C:14](=[O:15])[CH:13]([N:48]5[CH2:49][CH2:50][C:46]([F:51])([F:45])[CH2:47]5)[C:35]5[CH:36]=[CH:37][CH:38]=[C:3]([C:2]([F:7])([F:6])[F:1])[CH:40]=5)[CH2:17][C@@H:18]4[CH2:24]3)=[N:27][CH:28]=2)[CH2:33][CH2:34]1. Reported procedure: The title compound was prepared as a trifluoroacetic acid salt according to the procedure described in Example 194B, substituting the product from Example 179A for the product from Example 194A, and substituting 3,3-difluoropyrrolidine for ethylamine. 1H NMR (300 MHz, CDCl3) δ ppm 0.88-1.07 (m, 4 H) 5.37-5.59 (m, 2 H) 7.57-7.73 (m, 3 H) 7.75-7.87 (m, 1 H) 7.89-7.96 (m, 1 H) 7.98-8.12 (m, 1 H); MS (ESI) m/z 552 (M+H)+. Reactants: Cl (HCl), [Li+].C[Si](C)(C)[N-][Si](C)(C)C (LiHMDS), NC=1C=CC(=NC1)OC (5-amino-2-methoxypyridine), ClC=1C=C(C(=NC1)F)C1=NC(=NC(=N1)C)N(CC1=CC=C(C=C1)OC)CC1=CC=C(C=C1)OC (4-(5-chloro-2-fluoropyridin-3-yl)-N,N-bis(4-methoxybenzyl)-6-methyl-1,3,5-triazin-2-amine). Run in CO (MeOH), C1CCOC1 (THF). Conditions: time 2 hour. The product is ClC=1C=C(C(=NC1)NC=1C=NC(=CC1)OC)C1=NC(=NC(=N1)C)N(CC1=CC=C(C=C1)OC)CC1=CC=C(C=C1)OC (4-(5-Chloro-2-(6-Methoxypyridin-3-Ylamino)Pyridin-3-yl)-N,N-Bis(4-Methoxybenzyl)-6-Methyl-1,3,5-Triazin-2-Amine). Yield: 47.6%. RXN SMILES: [Li+].C[Si]([N-][Si](C)(C)C)(C)C.[NH2:11][C:12]1[CH:13]=[CH:14][C:15]([O:18][CH3:19])=[N:16][CH:17]=1.[Cl:20][C:21]1[CH:22]=[C:23]([C:28]2[N:33]=[C:32]([CH3:34])[N:31]=[C:30]([N:35]([CH2:45][C:46]3[CH:51]=[CH:50][C:49]([O:52][CH3:53])=[CH:48][CH:47]=3)[CH2:36][C:37]3[CH:42]=[CH:41][C:40]([O:43][CH3:44])=[CH:39][CH:38]=3)[N:29]=2)[C:24](F)=[N:25][CH:26]=1.Cl>C1COCC1.CO>[Cl:20][C:21]1[CH:22]=[C:23]([C:28]2[N:33]=[C:32]([CH3:34])[N:31]=[C:30]([N:35]([CH2:36][C:37]3[CH:38]=[CH:39][C:40]([O:43][CH3:44])=[CH:41][CH:42]=3)[CH2:45][C:46]3[CH:47]=[CH:48][C:49]([O:52][CH3:53])=[CH:50][CH:51]=3)[N:29]=2)[C:24]([NH:11][C:12]2[CH:17]=[N:16][C:15]([O:18][CH3:19])=[CH:14][CH:13]=2)=[N:25][CH:26]=1 |f:0.1|. Reported procedure: LiHMDS (1 M in THF, 1250 μL, 1.250 mmol) was added to a solution of 5-amino-2-methoxypyridine (123 mg, 0.990 mmol) and 4-(5-chloro-2-fluoropyridin-3-yl)-N,N-bis(4-methoxybenzyl)-6-methyl-1,3,5-triazin-2-amine (190 mg, 0.396 mmol) in THF (5 mL) under nitrogen at rt. A dark orange mixture formed. After 2 h, HCl (5N, 0.3 mL) was added. The mixture was partitioned between EtOAc-water (10 mL each). The aqueous layer was extracted 3× with EtOAc. The combined organic layers were washed with water 3×, N...